From a dataset of the Open Reaction Database (ORD), a public repository of structured organic reaction records. describe an organic reaction: reactants, conditions, products, and yield The reactants are CC(=O)O[BH-](OC(C)=O)OC(C)=O, CCN(c1cc(-c2ccc(C=O)nc2)cc(C(=O)NCc2c(C(C)C)cc(C)[nH]c2=O)c1C)C1CCOCC1, C1COCCN1, CC(=O)O, CC(Cl)Cl, [Na+]. Product: CCN(c1cc(-c2ccc(CN3CCOCC3)nc2)cc(C(=O)NCc2c(C(C)C)cc(C)[nH]c2=O)c1C)C1CCOCC1. RXN SMILES: [C:50]([O:51][BH-:52]([O:53][C:54](=[O:55])[CH3:56])[O:57][C:58](=[O:59])[CH3:60])(=[O:61])[CH3:62].[CH2:1]([CH3:2])[N:3]([c:4]1[c:5]([CH3:33])[c:6]([C:7](=[O:8])[NH:9][CH2:10][c:11]2[c:12](=[O:21])[nH:13][c:14]([CH3:20])[cH:15][c:16]2[CH:17]([CH3:18])[CH3:19])[cH:22][c:23](-[c:25]2[cH:26][n:27][c:28]([CH:31]=[O:32])[cH:29][cH:30]2)[cH:24]1)[CH:34]1[CH2:35][CH2:36][O:37][CH2:38][CH2:39]1.[CH2:40]1[CH2:41][O:42][CH2:43][CH2:44][NH:45]1.[CH3:46][C:47](=[O:48])[OH:49].[Cl:64][CH:65]([Cl:66])[CH3:67].[Na+:63]>>[CH2:1]([CH3:2])[N:3]([c:4]1[c:5]([CH3:33])[c:6]([C:7](=[O:8])[NH:9][CH2:10][c:11]2[c:12](=[O:21])[nH:13][c:14]([CH3:20])[cH:15][c:16]2[CH:17]([CH3:18])[CH3:19])[cH:22][c:23](-[c:25]2[cH:26][n:27][c:28]([CH2:31][N:45]3[CH2:40][CH2:41][O:42][CH2:43][CH2:44]3)[cH:29][cH:30]2)[cH:24]1)[CH:34]1[CH2:35][CH2:36][O:37][CH2:38][CH2:39]1. Yields the product C=CC(NC(=O)OC(C)(C)C)(c1cccc(Br)c1)C(F)F. RXN SMILES: [Br-:20].[C:1]([CH3:2])([CH3:3])([CH3:4])[O:5][C:6]([N:7]=[C:8]([CH:9]([F:10])[F:11])[c:12]1[cH:13][c:14]([Br:18])[cH:15][cH:16][cH:17]1)=[O:19].[CH3:26][c:27]1[cH:28][cH:29][cH:30][cH:31][cH:32]1.[CH:21](=[CH2:22])[Mg+:23].[Cl-:24].[NH4+:25]>>[C:1]([CH3:2])([CH3:3])([CH3:4])[O:5][C:6]([NH:7][C:8]([CH:9]([F:10])[F:11])([c:12]1[cH:13][c:14]([Br:18])[cH:15][cH:16][cH:17]1)[CH:21]=[CH2:22])=[O:19]. Starting materials: [Br-], CC(C)(C)OC(=O)N=C(c1cccc(Br)c1)C(F)F, Cc1ccccc1, C=C[Mg+], [Cl-], [NH4+].